describe an organic reaction: reactants, conditions, products, and yield From a dataset of the Open Reaction Database (ORD), a public repository of structured organic reaction records. The reactants are O=C[C@H](O)[C@@H](O)[C@H](O)[C@H](O)CO (Glucose), oligonucleotides, O=C[C@H](O)[C@@H](O)[C@H](O)[C@H](O)CO (glucose), C1=CC2=C(C=C1O)C(=CN2)CCN (serotonin), CC=1C(=C(NC1/C=C\2/C(=C(C(=O)N2)C=C)C)CC3=C(C(=C(N3)/C=C\4/C(=C(C(=O)N4)C)C=C)C)CCC(=O)O)CCC(=O)O (bilirubin), alcohol, C1=CC2=C(C=C1O)C(=CN2)CCN (serotonin). Product: NCCC1=CC(O)=C(O)C=C1 (dopamine). RXN SMILES: CC1C(CCC(O)=O)=C([CH2:17][C:18]2[NH:22][C:21](/C=C3/C(C=C)=C(C)C(N/3)=O)=[C:20](C)[C:19]=2[CH2:34][CH2:35][C:36]([OH:38])=O)NC=1/C=C1/C(C)=C(C=C)C(N/1)=O.[O:44]=C[C@@H]([C@H]([C@@H]([C@@H](CO)O)O)O)O.C1C(O)=CC2C(CCN)=CNC=2C=1>>[NH2:22][CH2:21][CH2:20][C:19]1[CH:18]=[CH:17][C:36]([OH:38])=[C:35]([OH:44])[CH:34]=1. Procedure details: In some embodiments, antisense oligonucleotides are used to prevent or treat diseases or disorders associated with Pancreatic Developmental gene family members. Exemplary Pancreatic Developmental gene mediated diseases and disorders which can be treated with cell/tissues regenerated from stem cells obtained using the antisense compounds comprise: a disease or disorder associated with abnormal function and/or expression of a Pancreatic Developmental gene, a disease or disorder associated with abn...